describe an organic reaction: reactants, conditions, products, and yield From a dataset of the Open Reaction Database (ORD), a public repository of structured organic reaction records. The reactants are C(CCCC)OC1=CC=C(C=C1)C1=CC(=NO1)C1=CC=C(C(=O)OC)C=C1 (Methyl 4-[5-(4-pentyloxyphenyl)isoxazol-3-yl]benzoate), CO (methanol), [OH-].[K+] (potassium hydroxide), glass-lined. Run in O1CCCC1 (Tetrahydrofuran), O1CCCC1 (tetrahydrofuran). Reaction conditions: temperature 55 celsius, time 2 hour. Product: C(CCCC)OC1=CC=C(C=C1)C1=CC(=NO1)C1=CC=C(C(=O)[O-])C=C1.[K+] (potassium 4-[5-(4-pentyloxyphenyl)isoxazol-3-yl]benzoate). As a reaction SMILES: [CH2:1]([O:6][C:7]1[CH:12]=[CH:11][C:10]([C:13]2[O:17][N:16]=[C:15]([C:18]3[CH:27]=[CH:26][C:21]([C:22]([O:24]C)=[O:23])=[CH:20][CH:19]=3)[CH:14]=2)=[CH:9][CH:8]=1)[CH2:2][CH2:3][CH2:4][CH3:5].CO.[OH-].[K+:31]>O1CCCC1>[CH2:1]([O:6][C:7]1[CH:8]=[CH:9][C:10]([C:13]2[O:17][N:16]=[C:15]([C:18]3[CH:19]=[CH:20][C:21]([C:22]([O-:24])=[O:23])=[CH:26][CH:27]=3)[CH:14]=2)=[CH:11][CH:12]=1)[CH2:2][CH2:3][CH2:4][CH3:5].[K+:31] |f:2.3,5.6|. Procedure details: Methyl 4-[5-(4-pentyloxyphenyl)isoxazol-3-yl]benzoate (16.4 kg), tetrahydrofuran (164 L), methanol (25 L) and 19% aqueous potassium hydroxide (25 L) were put into a 1500 L glass-lined reaction chamber, heated to 50 to 60° C., and stirred for 2 hours. Tetrahydrofuran (328 L) was added to this reaction mixture for 30 minutes to 1 hour. The mixture was then cooled to 35 to 40° C. and stirred further for 1 hour. The product was isolated by a centrifugal separator and washed with tetrahydrofuran (164...